describe an organic reaction: reactants, conditions, products, and yield From a dataset of the Open Reaction Database (ORD), a public repository of structured organic reaction records. The reactants are [BH4-], CO, Cl, COC(=O)Cc1cc(OC)c(OC)cc1[N+](=O)[O-], [Na+], C1CCOC1. Product: COc1cc(CCO)c([N+](=O)[O-])cc1OC. Reaction SMILES: [BH4-:19].[CH3:21][OH:22].[ClH:23].[N+:1](=[O:2])([O-:3])[c:4]1[c:5]([CH2:14][C:15](=[O:16])[O:17][CH3:18])[cH:6][c:7]([O:12][CH3:13])[c:8]([O:10][CH3:11])[cH:9]1.[Na+:20].[O:24]1[CH2:25][CH2:26][CH2:27][CH2:28]1>>[N+:1](=[O:2])([O-:3])[c:4]1[c:5]([CH2:14][CH2:15][OH:16])[cH:6][c:7]([O:12][CH3:13])[c:8]([O:10][CH3:11])[cH:9]1.